Dataset: the Open Reaction Database (ORD), a public repository of structured organic reaction records. Task: describe an organic reaction: reactants, conditions, products, and yield Reactants: [Al+3], C1CCOC1, [H-], [H-], [H-], [H-], [Li+], O=C1NCCOc2c(OCc3ccccc3)cccc21. Product: c1ccc(COc2cccc3c2OCCNC3)cc1. RXN SMILES: [Al+3:2].[CH2:27]1[O:28][CH2:29][CH2:30][CH2:31]1.[H-:1].[H-:4].[H-:5].[H-:6].[Li+:3].[c:7]1([CH2:13][O:14][c:15]2[cH:16][cH:17][cH:18][c:19]3[c:25]2[O:24][CH2:23][CH2:22][NH:21][C:20]3=[O:26])[cH:8][cH:9][cH:10][cH:11][cH:12]1>>[c:7]1([CH2:13][O:14][c:15]2[cH:16][cH:17][cH:18][c:19]3[c:25]2[O:24][CH2:23][CH2:22][NH:21][CH2:20]3)[cH:8][cH:9][cH:10][cH:11][cH:12]1. Starting materials: NC1=C(C(=CC(=C1OC)Cl)F)N1C(N(C(=CC1=O)C(F)(F)F)C)=O (3-(2-Amino-4-chloro-6-fluoro-3-methoxyphenyl)-1-methyl-6trifluoromethyl-2,4(1H, 3H)-pyrimidinedione), C(Cl)Cl (methylene chloride). Run in ClCCCl (1,2-dichloroethane). Product: NC1=C(C(=CC(=C1O)Cl)F)N1C(N(C(=CC1=O)C(F)(F)F)C)=O (3-(2-amino-4-chloro-6-fluoro-3-hydroxyphenyl)-1-methyl-6-trifluoromethyl-2,4(1H, 3H)-pyrimidinedione). Isolated yield 62.8%. Reaction SMILES: [NH2:1][C:2]1[C:7]([O:8]C)=[C:6]([Cl:10])[CH:5]=[C:4]([F:11])[C:3]=1[N:12]1[C:17](=[O:18])[CH:16]=[C:15]([C:19]([F:22])([F:21])[F:20])[N:14]([CH3:23])[C:13]1=[O:24].C(Cl)Cl>ClCCCl>[NH2:1][C:2]1[C:7]([OH:8])=[C:6]([Cl:10])[CH:5]=[C:4]([F:11])[C:3]=1[N:12]1[C:17](=[O:18])[CH:16]=[C:15]([C:19]([F:22])([F:21])[F:20])[N:14]([CH3:23])[C:13]1=[O:24]. Procedure details: 3-(2-Amino-4-chloro-6-fluoro-3-methoxyphenyl)-1-methyl-6trifluoromethyl-2,4(1H, 3H)-pyrimidinedione (1.1 g, 2.7 mmol) was dissolved in 50 ml of anhydrous 1,2-dichloroethane and 3.4 g (10.8 mmol) of borontribromide imethylsulfide complex was added to the solution. The solution was refluxed for 16 hr and methylene chloride (100 ml) was added. Washing with water followed by drying (anhydrous sodium sulfate) and removal of the solvent afforded a residue which was triturated with ether to afford the ... The reactants are N#CCBr, Cc1c(-c2ccccc2)n(Cc2ccccc2)c2cccc(-c3ccc(O)cc3)c12, CC(C)=O, [K+], [K+], O=C([O-])[O-]. Product: Cc1c(-c2ccccc2)n(Cc2ccccc2)c2cccc(-c3ccc(OCC#N)cc3)c12. RXN SMILES: [Br:37][CH2:38][C:39]#[N:40].[CH2:1]([c:2]1[cH:3][cH:4][cH:5][cH:6][cH:7]1)[n:8]1[c:9](-[c:25]2[cH:26][cH:27][cH:28][cH:29][cH:30]2)[c:10]([CH3:24])[c:11]2[c:12](-[c:17]3[cH:18][cH:19][c:20]([OH:23])[cH:21][cH:22]3)[cH:13][cH:14][cH:15][c:16]12.[CH3:41][C:42](=[O:43])[CH3:44].[K+:31].[K+:32].[O-:33][C:34]([O-:35])=[O:36]>>[CH2:1]([c:2]1[cH:3][cH:4][cH:5][cH:6][cH:7]1)[n:8]1[c:9](-[c:25]2[cH:26][cH:27][cH:28][cH:29][cH:30]2)[c:10]([CH3:24])[c:11]2[c:12](-[c:17]3[cH:18][cH:19][c:20]([O:23][CH2:38][C:39]#[N:40])[cH:21][cH:22]3)[cH:13][cH:14][cH:15][c:16]12. Starting materials: BrC1=C2C=NNC2=CC=C1 (4-bromo-1H-indazole), BrC(C(=O)OCC)CC1CCOCC1 (ethyl 2-bromo-3-(tetrahydro-2H-pyran-4-yl)propanoate), O1CCC(CC1)C=CC(=O)OCC (ethyl 3-(tetrahydro-2H-pyran-4-yl)-2-propenoate), C([O-])([O-])=O.[K+].[K+] (potassium carbonate). Solvent: O (water), CN(C=O)C (N,N-dimethylformamide). The product is BrC1=C2C=NN(C2=CC=C1)C(C(=O)OCC)CC1CCOCC1 (ethyl 2-(4-bromo-1H-indazol-1-yl)-3-(tetrahydro-2H-pyran-4-yl)propanoate). Yield: 53.4%. As a reaction SMILES: [Br:1][C:2]1[CH:10]=[CH:9][CH:8]=[C:7]2[C:3]=1[CH:4]=[N:5][NH:6]2.Br[CH:12]([CH2:18][CH:19]1[CH2:24][CH2:23][O:22][CH2:21][CH2:20]1)[C:13]([O:15][CH2:16][CH3:17])=[O:14].O1CCC(C=CC(OCC)=O)CC1.C(=O)([O-])[O-].[K+].[K+]>O.CN(C)C=O>[Br:1][C:2]1[CH:10]=[CH:9][CH:8]=[C:7]2[C:3]=1[CH:4]=[N:5][N:6]2[CH:12]([CH2:18][CH:19]1[CH2:20][CH2:21][O:22][CH2:23][CH2:24]1)[C:13]([O:15][CH2:16][CH3:17])=[O:14] |f:3.4.5|. Procedure: A mixture of 4-bromo-1H-indazole (3.00 g), a 1:1 mixture (6.73 g) of ethyl 2-bromo-3-(tetrahydro-2H-pyran-4-yl)propanoate and ethyl 3-(tetrahydro-2H-pyran-4-yl)-2-propenoate, potassium carbonate (2.1 g) and N,N-dimethylformamide (20 mL) was stirred overnight at room temperature. To the reaction mixture was added water, and the mixture was extracted with ethyl acetate. The ethyl acetate layer was washed with saturated brine, dried (MgSO4), and concentrated. The residue was subjected to silica gel... The reactants are C(C=C)Br (allyl bromide), O1CCOC12CCN(CC2)[C@@H]2[C@H](C[C@@H]1CC[C@H]3[C@@H]4C[C@@H]([C@@H]([C@@]4(C)CC[C@@H]3[C@]1(C2)C)O)N2CCCC2)O.CC(=O)CC(=O)O (2β-(1,4-dioxa-8-azaspiro[4.5]dec-8-yl)-16β-(1-pyrrolidinyl)-5α-androstane-3α,17β-diol diacetate), CC(=O)C (acetone). Reaction conditions: time 24 hour. The product is [Br-].C(C)(=O)O[C@H]1C[C@@H]2CC[C@H]3[C@@H]4C[C@@H]([C@@H]([C@@]4(C)CC[C@@H]3[C@]2(C[C@@H]1N1CCC2(OCCO2)CC1)C)OC(C)=O)[N+]1(CCCC1)CC=C (1-[3α,17β-bis(acetyloxy)-2β-(1,4-dioxa-8-azaspiro[4.5]dec-8-yl)-5α-androstan-16β-yl]-1-(2-propenyl)pyrrolidinium bromide). RXN SMILES: [CH2:1]([Br:4])[CH:2]=[CH2:3].[O:5]1[C:9]2([CH2:14][CH2:13][N:12]([C@H:15]3[CH2:32][C@@:31]4([CH3:33])[C@@H:18]([CH2:19][CH2:20][C@@H:21]5[C@@H:30]4[CH2:29][CH2:28][C@@:26]4([CH3:27])[C@H:22]5[CH2:23][C@H:24]([N:35]5[CH2:39][CH2:38][CH2:37][CH2:36]5)[C@@H:25]4[OH:34])[CH2:17][C@@H:16]3[OH:40])[CH2:11][CH2:10]2)[O:8][CH2:7][CH2:6]1.[CH3:41][C:42](CC(O)=O)=[O:43].[CH3:48][C:49](C)=[O:50]>>[Br-:4].[C:42]([O:40][C@@H:16]1[C@@H:15]([N:12]2[CH2:11][CH2:10][C:9]3([O:8][CH2:7][CH2:6][O:5]3)[CH2:14][CH2:13]2)[CH2:32][C@@:31]2([CH3:33])[C@@H:18]([CH2:19][CH2:20][C@@H:21]3[C@@H:30]2[CH2:29][CH2:28][C@@:26]2([CH3:27])[C@H:22]3[CH2:23][C@H:24]([N+:35]3([CH2:1][CH:2]=[CH2:3])[CH2:36][CH2:37][CH2:38][CH2:39]3)[C@@H:25]2[O:34][C:49](=[O:50])[CH3:48])[CH2:17]1)(=[O:43])[CH3:41] |f:1.2,4.5|. Reported procedure: After adding 20 ml of allyl bromide to a solution containing 13 g of 2β-(1,4-dioxa-8-azaspiro[4.5]dec-8-yl)-16β-(1-pyrrolidinyl)-5α-androstane-3α,17β-diol-diacetate in 100 ml of acetone, the reaction mixture is kept for 24 hours at room temperature. After completion of the reaction, the product is precipitated by ether, filtered, washed with a mixture of ether and acetone until it becomes free from allyl bromide and dried. The quaternary compound (13.4 g) thus obtained is purified by chromatogra... The reactants are CS(=O)(=O)c1ccccc1Br, C1CNCCN1. Product: CS(=O)(=O)c1ccccc1N1CCNCC1. Reaction SMILES: [Br:1][c:2]1[c:3]([S:8](=[O:9])(=[O:10])[CH3:11])[cH:4][cH:5][cH:6][cH:7]1.[CH2:12]1[CH2:13][NH:14][CH2:15][CH2:16][NH:17]1>>[c:2]1([N:14]2[CH2:13][CH2:12][NH:17][CH2:16][CH2:15]2)[c:3]([S:8](=[O:9])(=[O:10])[CH3:11])[cH:4][cH:5][cH:6][cH:7]1.